Dataset: the Open Reaction Database (ORD), a public repository of structured organic reaction records. Task: describe an organic reaction: reactants, conditions, products, and yield Starting materials: O=C(NCC1CCCC1)c1cnc(Cl)nc1C(F)(F)F, Nc1ccc(F)c(Cl)c1, C1COCCO1. The product is O=C(NCC1CCCC1)c1cnc(Nc2ccc(F)c(Cl)c2)nc1C(F)(F)F. Reaction SMILES: [CH:1]1([CH2:6][NH:7][C:8](=[O:9])[c:10]2[c:11]([C:17]([F:18])([F:19])[F:20])[n:12][c:13]([Cl:16])[n:14][cH:15]2)[CH2:2][CH2:3][CH2:4][CH2:5]1.[Cl:21][c:22]1[cH:23][c:24]([NH2:25])[cH:26][cH:27][c:28]1[F:29].[O:30]1[CH2:31][CH2:32][O:33][CH2:34][CH2:35]1>>[CH:1]1([CH2:6][NH:7][C:8](=[O:9])[c:10]2[c:11]([C:17]([F:18])([F:19])[F:20])[n:12][c:13]([NH:25][c:24]3[cH:23][c:22]([Cl:21])[c:28]([F:29])[cH:27][cH:26]3)[n:14][cH:15]2)[CH2:2][CH2:3][CH2:4][CH2:5]1. The reactants are FC1=CC=C(OC2=C(C=CC=C2)NS(=O)(=O)C2=CC=C(C(=O)O)C=C2)C=C1 (4-[2-(4-fluoro-phenoxy)-phenylsulfamoyl]-benzoic acid), Cl.C(C)OC(CN)=O (glycine ethyl ester hydrochloride). The product is C(C)OC(CNC(C1=CC=C(C=C1)S(NC1=C(C=CC=C1)OC1=CC=C(C=C1)F)(=O)=O)=O)=O ({4-[2-(4-Fluoro-phenoxy)-phenylsulfamoyl]-benzoylamino}-acetic acid ethyl ester). Reaction SMILES: [F:1][C:2]1[CH:27]=[CH:26][C:5]([O:6][C:7]2[CH:12]=[CH:11][CH:10]=[CH:9][C:8]=2[NH:13][S:14]([C:17]2[CH:25]=[CH:24][C:20]([C:21]([OH:23])=O)=[CH:19][CH:18]=2)(=[O:16])=[O:15])=[CH:4][CH:3]=1.Cl.[CH2:29]([O:31][C:32](=[O:35])[CH2:33][NH2:34])[CH3:30]>>[CH2:29]([O:31][C:32](=[O:35])[CH2:33][NH:34][C:21](=[O:23])[C:20]1[CH:19]=[CH:18][C:17]([S:14](=[O:16])(=[O:15])[NH:13][C:8]2[CH:9]=[CH:10][CH:11]=[CH:12][C:7]=2[O:6][C:5]2[CH:26]=[CH:27][C:2]([F:1])=[CH:3][CH:4]=2)=[CH:25][CH:24]=1)[CH3:30] |f:1.2|. Procedure: The title compound was prepared from 4-[2-(4-fluoro-phenoxy)-phenylsulfamoyl]-benzoic acid and glycine ethyl ester hydrochloride according to the method described in Example 1.1/d. Yields the product CC1(OB(OC1(C)C)C=1CCNCC1)C (4-(4,4,5,5-Tetramethyl-1,3,2-dioxaborolan-2-yl)-1,2,3,6-tetrahydropyridine). RXN SMILES: C(OC([N:8]1[CH2:13][CH:12]=[C:11]([B:14]2[O:18][C:17]([CH3:20])([CH3:19])[C:16]([CH3:22])([CH3:21])[O:15]2)[CH2:10][CH2:9]1)=O)(C)(C)C.C(O)(C(F)(F)F)=O>C(Cl)Cl>[CH3:19][C:17]1([CH3:20])[C:16]([CH3:21])([CH3:22])[O:15][B:14]([C:11]2[CH2:12][CH2:13][NH:8][CH2:9][CH:10]=2)[O:18]1. Reaction conditions: time 3 hour. Solvent: C(Cl)Cl (DCM). Reactants: C(C)(C)(C)OC(=O)N1CCC(=CC1)B1OC(C(O1)(C)C)(C)C (4-(4,4,5,5-tetramethyl-[1,3,2]dioxaborolan-2-yl)-3,6-dihydro-2H-pyridine-1-carboxylic acid tert-butyl ester), C(=O)(C(F)(F)F)O (TFA). The yield is 96.0%. Procedure details: 4-(4,4,5,5-tetramethyl-[1,3,2]dioxaborolan-2-yl)-3,6-dihydro-2H-pyridine-1-carboxylic acid tert-butyl ester (Tetrahedron Letters, 2000, 44, pp 3705-3708, 500 mg, 1.617 mmol) was added 2 mL DCM and 2 mL TFA. The mixture was stirred at room temperature for 3 hours. The solvents were evaporated in vacuo to afford the title compound (323 mg, 96% yield). The product was not further purified for next step. MS (ES+): m/z 210.19 (100) [MH+]; HPLC: tR=0.55 min (UPLC, Analytical).